This data is from the Open Reaction Database (ORD), a public repository of structured organic reaction records. The task is: describe an organic reaction: reactants, conditions, products, and yield The reactants are resultant mixture, aqueous solution, [OH-].[Na+] (sodium hydroxide), COC(C1=NC(=CC(=C1)Cl)OC1=CC(=CC=C1)C(F)(F)F)=O (4-chloro-6-[3-(trifluoromethyl)phenoxy] picolinic acid methyl ester). Solvent: C(C)O (ethanol). Conditions: temperature 60 celsius, time 20 minute. Yields the product ClC1=CC(=NC(=C1)OC1=CC(=CC=C1)C(F)(F)F)C(=O)O (4-chloro-6-[3-(trifluoromethyl)phenoxy] picolinic acid). Reaction SMILES: C[O:2][C:3](=[O:22])[C:4]1[CH:9]=[C:8]([Cl:10])[CH:7]=[C:6]([O:11][C:12]2[CH:17]=[CH:16][CH:15]=[C:14]([C:18]([F:21])([F:20])[F:19])[CH:13]=2)[N:5]=1.[OH-].[Na+]>C(O)C>[Cl:10][C:8]1[CH:7]=[C:6]([O:11][C:12]2[CH:17]=[CH:16][CH:15]=[C:14]([C:18]([F:19])([F:20])[F:21])[CH:13]=2)[N:5]=[C:4]([C:3]([OH:22])=[O:2])[CH:9]=1 |f:1.2|. Procedure details: 4-chloro-6-[3-(trifluoromethyl)phenoxy] picolinic acid methyl ester (3.1 g, 0.0093 mol) was dissolved in 40 ml of ethanol. 4 ml of an aqueous solution of sodium hydroxide (0.41 g, 0.0093×1.1 mol) was added to the obtained solution. The resultant mixture was heated and stirred at 60° C. for 20 minutes. Thereafter, the obtained reaction solution was cooled and distilled under reduced pressure to remove ethanol therefrom. The obtained residual solution was treated with concentrated hydrochloric aci... The reactants are Cl.C(C)NCC1=C(C=CC(=C1)Br)O (N-ethyl-5-bromo-2-hydroxybenzylamine hydrochloride), ClC=1N=NC(=CC1)C#N (3-chloro-6-cyanopyridazine). Product: BrC=1C=CC(=C(CN(CC)C2=CC=C(N=N2)C#N)C1)O (6-[N-(5-Bromo-2-hydroxybenzyl)-N-ethylamino]-3-cyanopyridazine). Yield: 50.0%. RXN SMILES: Cl.[CH2:2]([NH:4][CH2:5][C:6]1[CH:11]=[C:10]([Br:12])[CH:9]=[CH:8][C:7]=1[OH:13])[CH3:3].Cl[C:15]1[N:16]=[N:17][C:18]([C:21]#[N:22])=[CH:19][CH:20]=1>>[Br:12][C:10]1[CH:9]=[CH:8][C:7]([OH:13])=[C:6]([CH:11]=1)[CH2:5][N:4]([C:15]1[N:16]=[N:17][C:18]([C:21]#[N:22])=[CH:19][CH:20]=1)[CH2:2][CH3:3] |f:0.1|. Procedure: The title compound was prepared by reacting N-ethyl-5-bromo-2-hydroxybenzylamine hydrochloride and 3-chloro-6-cyanopyridazine using a similar method to that of reference example 18 except eluting with 2% diethyl ether/dichloromethane in the chromatography (yield 50%). The reactants are CC(C)(C)c1ccc(B(O)O)cc1, N#Cc1c[nH]c(=O)c2cc(Br)sc12, O=C([O-])[O-], ClCCl, [K+], [K+], CN(C)C=O, O. Product: CC(C)(C)c1ccc(-c2cc3c(=O)[nH]cc(C#N)c3s2)cc1. RXN SMILES: [C:14]([CH3:15])([CH3:16])([CH3:17])[c:18]1[cH:19][cH:20][c:21]([B:24]([OH:25])[OH:26])[cH:22][cH:23]1.[C:1](#[N:2])[c:3]1[c:4]2[c:5]([c:6](=[O:9])[nH:7][cH:8]1)[cH:10][c:11]([Br:13])[s:12]2.[C:27](=[O:28])([O-:29])[O-:30].[Cl:33][CH2:34][Cl:35].[K+:31].[K+:32].[O:36]=[CH:37][N:38]([CH3:39])[CH3:40].[OH2:41]>>[C:1](#[N:2])[c:3]1[c:4]2[c:5]([c:6](=[O:9])[nH:7][cH:8]1)[cH:10][c:11](-[c:21]1[cH:20][cH:19][c:18]([C:14]([CH3:15])([CH3:16])[CH3:17])[cH:23][cH:22]1)[s:12]2. Starting materials: CCOC(=O)c1cc(C)c(CC)[nH]1, CC(C)C=O. Product: CCOC(=O)c1[nH]c(CC)c(C)c1CC(C)C. As a reaction SMILES: [C:1](=[O:2])([O:3][CH2:4][CH3:5])[c:6]1[nH:7][c:8]([CH2:12][CH3:13])[c:9]([CH3:11])[cH:10]1.[CH:14]([CH:15]([CH3:16])[CH3:17])=[O:18]>>[C:1](=[O:2])([O:3][CH2:4][CH3:5])[c:6]1[nH:7][c:8]([CH2:12][CH3:13])[c:9]([CH3:11])[c:10]1[CH2:14][CH:15]([CH3:16])[CH3:17].